Dataset: the Open Reaction Database (ORD), a public repository of structured organic reaction records. Task: describe an organic reaction: reactants, conditions, products, and yield Reactants: C1(CC1)C(C)(C1=NOC(=N1)C)NC(=O)C1=NC=C(C(=C1)OCC(F)(F)F)Br (5-Bromo-4-(2,2,2-trifluoro-ethoxy)-pyridine-2-carboxylic acid [1-cyclopropyl-1-(5-methyl-[1,2,4]oxadiazol-3-yl)-ethyl]-amide), Cl.FC1(CNCC1)F (3,3-difluoropyrrolidine hydrochloride). Product: C1(CC1)C(C)(C1=NOC(=N1)C)NC(=O)C1=NC=C(C(=C1)OCC(F)(F)F)N1CC(CC1)(F)F (5-(3,3-Difluoro-pyrrolidin-1-yl)-4-(2,2,2-trifluoro-ethoxy)-pyridine-2-carboxylic acid [1-cyclopropyl-1-(5-methyl-[1,2,4]oxadiazol-3-yl)-ethyl]-amide). Reaction SMILES: [CH:1]1([C:4]([NH:12][C:13]([C:15]2[CH:20]=[C:19]([O:21][CH2:22][C:23]([F:26])([F:25])[F:24])[C:18](Br)=[CH:17][N:16]=2)=[O:14])([C:6]2[N:10]=[C:9]([CH3:11])[O:8][N:7]=2)[CH3:5])[CH2:3][CH2:2]1.Cl.[F:29][C:30]1([F:35])[CH2:34][CH2:33][NH:32][CH2:31]1>>[CH:1]1([C:4]([NH:12][C:13]([C:15]2[CH:20]=[C:19]([O:21][CH2:22][C:23]([F:26])([F:25])[F:24])[C:18]([N:32]3[CH2:33][CH2:34][C:30]([F:35])([F:29])[CH2:31]3)=[CH:17][N:16]=2)=[O:14])([C:6]2[N:10]=[C:9]([CH3:11])[O:8][N:7]=2)[CH3:5])[CH2:3][CH2:2]1 |f:1.2|. Procedure details: The title compound was synthesized in analogy to Example 78h, using 5-Bromo-4-(2,2,2-trifluoro-ethoxy)-pyridine-2-carboxylic acid [1-cyclopropyl-1-(5-methyl-[1,2,4]oxadiazol-3-yl)-ethyl]-amide (Example 78g) and 3,3-difluoropyrrolidine hydrochloride (CAN 163457-23-6) as starting materials and isolated (17 mg, 32%) as a white solid; MS (ESI, m/z): 476.4 (M+H+). Starting materials: ClC(=O)OCC1=CC=CC=C1 (Benzyl chloroformate), N12CCN(CC1)CC2 (1,4-diazabicyclo [2.2.2] octane), Trimethylsilyl nitrile. Product: C(#N)C(=O)OCC1=CC=CC=C1 (Benzyl Cyanoformate). The yield is 12180.4%. RXN SMILES: Cl[C:2]([O:4][CH2:5][C:6]1[CH:11]=[CH:10][CH:9]=[CH:8][CH:7]=1)=[O:3].[N:12]12CCN(CC1)C[CH2:13]2>>[C:13]([C:2]([O:4][CH2:5][C:6]1[CH:11]=[CH:10][CH:9]=[CH:8][CH:7]=1)=[O:3])#[N:12]. Procedure: Benzyl chloroformate (13.7 g; 0.08 mol) and 1,4-diazabicyclo [2.2.2] octane (60 mg; 0.54 mmol) were added to a dry reaction vessel under a dry nitrogen atmosphere. Trimethylsilyl nitrile (8 g; 0.08 mol) was added dropwise over about 1 hr. The mixture was maintained at between 20°-30° C. until the reaction reached completion in about 3 hr. After distilling off the trimethylsilyl chloride, 10.6 g product was isolated as a clear liquid (bp 70-72/1 mm Hg.) Yield: 82%; purity 98% 1H-NMR: δ7.3,m(5H); ...